Dataset: the Open Reaction Database (ORD), a public repository of structured organic reaction records. Task: describe an organic reaction: reactants, conditions, products, and yield Reactants: C(C)(C)(C)C=1C=CC=2N(C1)C=C(N2)[C@@H]2[C@H](C(N2[Si](C)(C)C(C)(C)C)=O)C ((3R,4S)-4-(6-(tert-butyl)imidazo[1,2-a]pyridin-2-yl)-1-(tert-butyldimethylsilyl)-3-methylazetidin-2-one), [F-].C(CCC)[N+](CCCC)(CCCC)CCCC (tetrabutylammonium fluoride). Run in C1CCOC1 (THF), C1CCOC1 (THF). Conditions: time 2 hour. Product: C(C)(C)(C)C=1C=CC=2N(C1)C=C(N2)[C@@H]2[C@H](C(N2)=O)C ((3R,4S)-4-(6-(tert-Butyl)imidazo[1,2-a]pyridin-2-yl)-3-methylazetidin-2-one). RXN SMILES: [C:1]([C:5]1[CH:6]=[CH:7][C:8]2[N:9]([CH:11]=[C:12]([C@H:14]3[N:17]([Si](C(C)(C)C)(C)C)[C:16](=[O:25])[C@@H:15]3[CH3:26])[N:13]=2)[CH:10]=1)([CH3:4])([CH3:3])[CH3:2].[F-].C([N+](CCCC)(CCCC)CCCC)CCC>C1COCC1>[C:1]([C:5]1[CH:6]=[CH:7][C:8]2[N:9]([CH:11]=[C:12]([C@H:14]3[NH:17][C:16](=[O:25])[C@@H:15]3[CH3:26])[N:13]=2)[CH:10]=1)([CH3:4])([CH3:2])[CH3:3] |f:1.2|. Procedure details: (3R,4S)-4-(6-(tert-butyl)imidazo[1,2-a]pyridin-2-yl)-1-(tert-butyldimethylsilyl)-3-methylazetidin-2-one (Preparation 40) was dissolved in THF and 1 M tetrabutylammonium fluoride in THF (3 mL, 10 mmol) was added. The reaction mixture was stirred for 2 hours then the solvent was removed in vacuo. The intermediate was purified by silica gel column chromatography eluting with 0-100% CMA80 in dichloromethane to afford the title compound. Reactants: C(C1=CC(OC)=C(O)C(OC)=C1)(=O)OC (Methyl syringate), C([O-])([O-])=O.[K+].[K+] (potassium carbonate), C(CCC)Br (Butyl bromide). Run in CCOCC (ether), C(C)(=O)C1=CC=CC=C1 (acetophenone). Conditions: temperature 135 celsius, time 18 hour. Yields the product C(CCC)OC1=C(C=C(C(=O)O)C=C1OC)OC (4-butyloxy-3,5-dimethoxybenzoic acid). The yield is 51.0%. As a reaction SMILES: [C:1]([O:14]C)(=[O:13])[C:2]1[CH:12]=[C:9]([O:10][CH3:11])[C:7]([OH:8])=[C:4]([O:5][CH3:6])[CH:3]=1.C(=O)([O-])[O-].[K+].[K+].[CH2:22](Br)[CH2:23][CH2:24][CH3:25]>C(C1C=CC=CC=1)(=O)C.CCOCC>[CH2:22]([O:8][C:7]1[C:4]([O:5][CH3:6])=[CH:3][C:2]([C:1]([OH:14])=[O:13])=[CH:12][C:9]=1[O:10][CH3:11])[CH2:23][CH2:24][CH3:25] |f:1.2.3|. Reported procedure: Methyl syringate (10 g, 0.047 mol) and potassium carbonate (8.5 g, 0.061 mol) were stirred in acetophenone (100 mL) at 135° C. Butyl bromide (6.6 mL, 0.061 mol) was added dropwise over 1.5 h and the reaction was stirred over 18 h at 135° C. The reaction was cooled, filtered and the inorganic solids washed with acetone (20 mL). The combined filtrate was concentrated under high vacuum to give a red oil which was redissolved in ether (50 mL) and washed with 2N aqueous NaOH (2×10 mL) and water (3×10...